This data is from the Open Reaction Database (ORD), a public repository of structured organic reaction records. The task is: describe an organic reaction: reactants, conditions, products, and yield Starting materials: C(C)OC([C@@H](N1C(NC2=CC=CC=C2C1=O)=O)C1=CC=C(C=C1)Cl)=O ((S)-(4-Chloro-phenyl)-(2,4-dioxo-1,4-dihydro-2H-quinazolin-3-yl)-acetic acid ethyl ester), BrCC1=NSC2=C1C(=CC(=C2)C)C (3-Bromomethyl-4,6-dimethyl-1,2-benzisothiazole), C(=O)([O-])[O-].[K+].[K+] (K2CO3), O (water). Solvent: CN(C)C=O (DMF). Run at temperature 100 celsius. Product: C(C)OC([C@@H](N1C(N(C2=CC=CC=C2C1=O)CC1=NSC2=C1C(=CC(=C2)C)C)=O)C2=CC=C(C=C2)Cl)=O ((S)-(4-Chloro-phenyl)-[1-(4,6-dimethyl-1,2-benzisothiazol-3-ylmethyl)-2,4-dioxo-1,4-dihydro-2H-quinazolin-3-yl]-acetic acid ethyl ester). Yield: 66.9%. Reaction SMILES: [CH2:1]([O:3][C:4](=[O:25])[C@H:5]([C:18]1[CH:23]=[CH:22][C:21]([Cl:24])=[CH:20][CH:19]=1)[N:6]1[C:15](=[O:16])[C:14]2[C:9](=[CH:10][CH:11]=[CH:12][CH:13]=2)[NH:8][C:7]1=[O:17])[CH3:2].Br[CH2:27][C:28]1[C:32]2[C:33]([CH3:38])=[CH:34][C:35]([CH3:37])=[CH:36][C:31]=2[S:30][N:29]=1.C([O-])([O-])=O.[K+].[K+].O>CN(C=O)C>[CH2:1]([O:3][C:4](=[O:25])[C@H:5]([C:18]1[CH:19]=[CH:20][C:21]([Cl:24])=[CH:22][CH:23]=1)[N:6]1[C:15](=[O:16])[C:14]2[C:9](=[CH:10][CH:11]=[CH:12][CH:13]=2)[N:8]([CH2:27][C:28]2[C:32]3[C:33]([CH3:38])=[CH:34][C:35]([CH3:37])=[CH:36][C:31]=3[S:30][N:29]=2)[C:7]1=[O:17])[CH3:2] |f:2.3.4|. Reported procedure: To a solution of (S)-(4-Chloro-phenyl)-(2,4-dioxo-1,4-dihydro-2H-quinazolin-3-yl)-acetic acid ethyl ester (50 mg, 0.14 mmol) (prepared according to example 1, steps 1-3) in DMF (10 mL) are added 3-Bromomethyl-4,6-dimethyl-1,2-benzisothiazole (54 mg, 0.21 mmol) (prepares according to example 5, steps 1-6) and K2CO3 (58 mg, 0.42 mmol) at room temperature under nitrogen atmosphere. The solution is heated to 100° C. for 2 hours. The solution is cooled down and water is added. The solution is extract...